This data is from the Open Reaction Database (ORD), a public repository of structured organic reaction records. The task is: describe an organic reaction: reactants, conditions, products, and yield Reactants: bis(dicyclopentyl(2-methoxyphenyl)phosphine)dichloropalladium(II), BrC1=CSC=C1 (3-bromothiophene), S1C=C(C=C1)B(O)O (3-thiopheneboronic acid), P(=O)([O-])([O-])[O-].[K+].[K+].[K+] (potassium phosphate), C(CCC)O (n-butanol), resultant mixture. The solvent is O (water). Conditions: temperature 100 celsius. Yields the product S1C=C(C=C1)C1=CSC=C1 (3-(3-thienyl)-thiophene). Isolated yield 98.0%. Reaction SMILES: Br[C:2]1[CH:6]=[CH:5][S:4][CH:3]=1.[S:7]1[CH:11]=[CH:10][C:9](B(O)O)=[CH:8]1.P([O-])([O-])([O-])=O.[K+].[K+].[K+].C(O)CCC>O>[S:4]1[CH:5]=[CH:6][C:2]([C:9]2[CH:10]=[CH:11][S:7][CH:8]=2)=[CH:3]1 |f:2.3.4.5|. Procedure: Into a glass reaction vessel equipped with a cooling apparatus were added 0.015 mmol of bis(dicyclopentyl(2-methoxyphenyl)phosphine)dichloropalladium(II), 1.5 mmol of 3-bromothiophene, 2.25 mmol of 3-thiopheneboronic acid, 3.0 mmol of potassium phosphate and 4 mL of n-butanol. The resultant mixture was stirred with heating at 100° C. for 4 hours. The resultant reaction mixture was cooled down to room temperature, 20 mL of water was added, and the mixture was extracted with 20 mL of diethyl ether... RXN SMILES: [CH2:1]([c:2]1[cH:3][cH:4][cH:5][cH:6][cH:7]1)[O:8][c:9]1[c:10](-[c:15]2[cH:16][c:17]([S:28]([CH3:29])=[O:30])[c:18]([C:26]#[N:27])[c:19]([O:21][CH2:22][C:23](=[O:24])[NH2:25])[n:20]2)[cH:11][cH:12][cH:13][cH:14]1.[CH2:31]1[CH2:32][O:33][CH2:34][CH2:35][NH:36]1.[OH2:37]>>[CH2:1]([c:2]1[cH:3][cH:4][cH:5][cH:6][cH:7]1)[O:8][c:9]1[c:10](-[c:15]2[cH:16][c:17]([N:36]3[CH2:31][CH2:32][O:33][CH2:34][CH2:35]3)[c:18]([C:26]#[N:27])[c:19]([O:21][CH2:22][C:23](=[O:24])[NH2:25])[n:20]2)[cH:11][cH:12][cH:13][cH:14]1. The product is N#Cc1c(N2CCOCC2)cc(-c2ccccc2OCc2ccccc2)nc1OCC(N)=O. The reactants are CS(=O)c1cc(-c2ccccc2OCc2ccccc2)nc(OCC(N)=O)c1C#N, C1COCCN1, O.